This data is from the Open Reaction Database (ORD), a public repository of structured organic reaction records. The task is: describe an organic reaction: reactants, conditions, products, and yield The reactants are FC1=C(C=CC(=C1)N1C(=NC(=C1)C)C1=CC=C(C=C1)C=1N=C(SC1)[Si](C)(C)C)S(=O)(=O)N (2-fluoro-4-[4-methyl-2-[4-(2-trimethylsilylthiazol-4-yl)phenyl]-1H-imidazol-1-yl]benzenesulfonamide), [F-].C(CCC)[N+](CCCC)(CCCC)CCCC (tetrabutylammonium fluoride), O (water). Solvent: C1CCOC1 (THF). Run at time 30 minute. The product is FC1=C(C=CC(=C1)N1C(=NC(=C1)C)C1=CC=C(C=C1)C=1N=CSC1)S(=O)(=O)N (2-Fluoro-4-[4-methyl-2-[4-(4-thiazolyl)phenyl]-1H-imidazol-1-yl]benzenesulfonamide). Yield: 44.1%. RXN SMILES: [F:1][C:2]1[CH:7]=[C:6]([N:8]2[CH:12]=[C:11]([CH3:13])[N:10]=[C:9]2[C:14]2[CH:19]=[CH:18][C:17]([C:20]3[N:21]=[C:22]([Si](C)(C)C)[S:23][CH:24]=3)=[CH:16][CH:15]=2)[CH:5]=[CH:4][C:3]=1[S:29]([NH2:32])(=[O:31])=[O:30].[F-].C([N+](CCCC)(CCCC)CCCC)CCC.O>C1COCC1>[F:1][C:2]1[CH:7]=[C:6]([N:8]2[CH:12]=[C:11]([CH3:13])[N:10]=[C:9]2[C:14]2[CH:19]=[CH:18][C:17]([C:20]3[N:21]=[CH:22][S:23][CH:24]=3)=[CH:16][CH:15]=2)[CH:5]=[CH:4][C:3]=1[S:29]([NH2:32])(=[O:30])=[O:31] |f:1.2|. Procedure details: To a stirred solution of 2-fluoro-4-[4-methyl-2-[4-(2-trimethylsilylthiazol-4-yl)phenyl]-1H-imidazol-1-yl]benzenesulfonamide (crude, 0.634 mmol) in THF (3 mL) was added tetrabutylammonium fluoride (0.95 mL, 1.0 M solution in THF, 0.95 mmol) at 0° C. The reaction mixture was warmed to room temperature and stirred for 30 minutes. The reaction mixture was added water (20 mL) and extracted with ethyl acetate (20 mL×3). The organic layer was washed with water and brine. After dried over MgSO4 and con... Reactants: C(C1=CC=CC=C1)N1CCC(CC1)N1C(NC2=C1C=NC=1C=CC=CC21)=O (3-(1-benzylpiperidin-4-yl)-1,3-dihydroimidazo[4,5-c]quinolin-2-one), [H][H] (hydrogen). The reagents and catalysts are [Pd] (palladium). The solvent is CO (methanol). Yields the product N1CCC(CC1)N1C(NC2=C1C=NC=1C=CC=CC21)=O (3-piperidin-4-yl-1,3-dihydroimidazo[4,5-c]quinolin-2-one). RXN SMILES: C([N:8]1[CH2:13][CH2:12][CH:11]([N:14]2[C:18]3[CH:19]=[N:20][C:21]4[CH:22]=[CH:23][CH:24]=[CH:25][C:26]=4[C:17]=3[NH:16][C:15]2=[O:27])[CH2:10][CH2:9]1)C1C=CC=CC=1.[H][H]>CO.[Pd]>[NH:8]1[CH2:9][CH2:10][CH:11]([N:14]2[C:18]3[CH:19]=[N:20][C:21]4[CH:22]=[CH:23][CH:24]=[CH:25][C:26]=4[C:17]=3[NH:16][C:15]2=[O:27])[CH2:12][CH2:13]1. Reported procedure: A mixture of 44.0 g (0.123 mol) 3-(1-benzylpiperidin-4-yl)-1,3-dihydroimidazo[4,5-c]quinolin-2-one and 10.0 g palladium (Pd/C 10%) in 500 mL methanol was hydrogenated for 16 h at 50 C in a hydrogen atmosphere of 50 psi. After filtration of the reaction mixture the solvent was eliminated in vacuo. The product was precipitated out by the addition of isopropanol. It was filtered off and dried. The reactants are COC1=CC(=NC(=C1)OC1=CC(=CC=C1)C(F)(F)F)C(=O)N (4-methoxy-6-{3-(trifluoromethyl)phenoxy}-2-pyridine carboxamide), O=CC(Cl)(Cl)Cl (chloral). Run in C1=CC=CC=C1 (benzene). The product is ClC(=CNC(=O)C1=NC(=CC(=C1)OC)OC1=CC(=CC=C1)C(F)(F)F)Cl (N-(2,2-dichlorovinyl)-4-methoxy-6-{3-(trifluoromethyl)phenoxy}-2-pyridine carboxamide). As a reaction SMILES: [CH3:1][O:2][C:3]1[CH:8]=[C:7]([O:9][C:10]2[CH:15]=[CH:14][CH:13]=[C:12]([C:16]([F:19])([F:18])[F:17])[CH:11]=2)[N:6]=[C:5]([C:20]([NH2:22])=[O:21])[CH:4]=1.O=[CH:24][C:25](Cl)([Cl:27])[Cl:26]>C1C=CC=CC=1>[Cl:26][C:25]([Cl:27])=[CH:24][NH:22][C:20]([C:5]1[CH:4]=[C:3]([O:2][CH3:1])[CH:8]=[C:7]([O:9][C:10]2[CH:15]=[CH:14][CH:13]=[C:12]([C:16]([F:18])([F:19])[F:17])[CH:11]=2)[N:6]=1)=[O:21]. Procedure details: 1.0 g (0.0032 mol) of 4-methoxy-6-{3-(trifluoromethyl)phenoxy}-2-pyridine carboxamide was dissolved in benzene and mixed with 0.93 g (0.0032×2.0 mol) of chloral, followed by treating the obtained solution under reflux for about 5 hours. The reaction solution was concentrated and then distributed in ethyl acetate-saturated sodium bicarbonate water, followed by washing with saturated brine. The organic phase of the obtained solution was dried with anhydrous sodium sulfate, concentrated and purifie... Reactants: ice, [H-].[Na+] (NaH), FC1=CC=C(C=O)C=C1 (4-Fluorobenzaldehyde), CC=1NC=CN1 (2-methylimidazole). Run in CN(C)C=O (DMF), CN(C)C=O (DMF). Conditions: temperature 10 celsius, time 30 minute. Yields the product CC=1N(C=CN1)C1=CC=C(C=O)C=C1 (4-(2-methylimidazol-1-yl)-benzaldehyde). Isolated yield 35.8%. Reaction SMILES: [H-].[Na+].[CH3:3][C:4]1[NH:5][CH:6]=[CH:7][N:8]=1.F[C:10]1[CH:17]=[CH:16][C:13]([CH:14]=[O:15])=[CH:12][CH:11]=1>CN(C=O)C>[CH3:3][C:4]1[N:5]([C:10]2[CH:17]=[CH:16][C:13]([CH:14]=[O:15])=[CH:12][CH:11]=2)[CH:6]=[CH:7][N:8]=1 |f:0.1|. Procedure: To a suspension of NaH (0.612 g, 15.3 mmol : 60% suspension of mineral oil) of in dry DMF (10 ml) cooled to 10° C. was added a DMF (8 ml) solution of 2-methylimidazole (1.23 g, 15 mmol) under a nitrogen atmosphere, and the mixture was stirred for 30 min at room temperature. 4-Fluorobenzaldehyde (1.90 g, 15.3 mmol) was added to the reaction mixture, and the resulting solution was stirred for 14 h. The reaction mixture was poured into an ice-cold saturated aqueous NH4Cl solution (100 ml) and extra... RXN SMILES: [H-].C([O:4][C:5]([C:7]1[CH:12]=[CH:11][C:10]([N+:13]([O-:15])=[O:14])=[CH:9][N:8]=1)=O)C>C(Cl)Cl>[N+:13]([C:10]1[CH:11]=[CH:12][C:7]([CH:5]=[O:4])=[N:8][CH:9]=1)([O-:15])=[O:14]. Procedure details: Diisobutylaluminiumo hydride (1 M in DCM, 44 mL, 44 mmol, 1.3 equiv) was added dropwise to a cold (−78° C.) solution of 5-nitro-pyridine-2-carboxylic acid ethyl ester (step 39.4) (6.56 g, 33.5 mmol) in DCM (130 mL), under an argon atmosphere. The reaction mixture was allowed to warm to 5° C., quenched by addition of an aqueous solution of potassium sodium tartrate, diluted with DCM and H2O, stirred for 16 h at rt, and filtered through a pad of celite. The filtrate was extracted several times wit... Isolated yield 49.8%. Solvent: C(Cl)Cl (DCM). Starting materials: [H-] (hydride), C(C)OC(=O)C1=NC=C(C=C1)[N+](=O)[O-] (5-nitro-pyridine-2-carboxylic acid ethyl ester). Reaction conditions: temperature 5 celsius, time 16 hour. Product: [N+](=O)([O-])C=1C=CC(=NC1)C=O (5-Nitro-pyridine-2-carbaldehyde). The reactants are O (water), ClCCN(CCCl)CC1=CC=CC=C1 (N,N-bis-(2-chloroethyl)benzylamine), N1=C(C=CC=C1)CC#N (2-pyridylacetonitrile), [OH-].[Na+] (sodium hydroxide). Reagents/catalysts: S(=O)(=O)(O)[O-].C(CCC)[N+](CCCC)(CCCC)CCCC (tetrabutylammonium hydrogen sulfate). Solvent: C1(=CC=CC=C1)C (toluene). Conditions: temperature 65 celsius. The product is C(C1=CC=CC=C1)N1CCC(CC1)(C1=NC=CC=C1)C#N (1-Benzyl-4-cyano-4-(2-pyridyl)piperidine). Isolated yield 101.6%. Reaction SMILES: Cl[CH2:2][CH2:3][N:4]([CH2:8][C:9]1[CH:14]=[CH:13][CH:12]=[CH:11][CH:10]=1)[CH2:5][CH2:6]Cl.[N:15]1[CH:20]=[CH:19][CH:18]=[CH:17][C:16]=1[CH2:21][C:22]#[N:23].[OH-].[Na+].O>S([O-])(O)(=O)=O.C([N+](CCCC)(CCCC)CCCC)CCC.C1(C)C=CC=CC=1>[CH2:8]([N:4]1[CH2:5][CH2:6][C:21]([C:22]#[N:23])([C:16]2[CH:17]=[CH:18][CH:19]=[CH:20][N:15]=2)[CH2:2][CH2:3]1)[C:9]1[CH:14]=[CH:13][CH:12]=[CH:11][CH:10]=1 |f:2.3,5.6|. Procedure: To a mixture of N,N-bis-(2-chloroethyl)benzylamine (Szarvasi, E., Eur. J. Med. Chem. Chim. Ther. 11(2), 115-124, 1976) (60 g, 22 mmol), 2-pyridylacetonitrile (2.51 mL, 22 mmol) and tetrabutylammonium hydrogen sulfate (0.26 g, 0.7 mmol) in toluene (10 mL), sodium hydroxide solution (2.43 g in 4.86 mL H2O) was added over a 20 minute period. The reaction mixture was heated at 65° C. for 4 hours. The reaction mixture was cooled to room temperature, 10 mL of water was added and the solution partition... The reactants are C(C)(C)N(C(C)C)CC (N,N-diisopropylethylamine), C(C1=CC=CC=C1)[C@H]1CN(CCN1)CC1=CC=C(C=C1)C1=C(C=CC=C1)Cl (3-(S)-benzyl-1-(2′-chloro-biphenyl-4-ylmethyl)-piperazine), BrCC (bromoethane). Solvent: C1CCOC1 (THF). Reaction conditions: time 8 hour. Yields the product C(C)N1[C@H](CN(CC1)CC1=CC=C(C=C1)C1=C(C=CC=C1)Cl)CC1=CC=CC=C1 (1-Ethyl-2-(S)-benzyl-4-(2′-chloro-biphenyl-4-ylmethyl)-piperazine). As a reaction SMILES: [CH2:1]([C@@H:8]1[NH:13][CH2:12][CH2:11][N:10]([CH2:14][C:15]2[CH:20]=[CH:19][C:18]([C:21]3[CH:26]=[CH:25][CH:24]=[CH:23][C:22]=3[Cl:27])=[CH:17][CH:16]=2)[CH2:9]1)[C:2]1[CH:7]=[CH:6][CH:5]=[CH:4][CH:3]=1.[CH:28](N(CC)C(C)C)(C)[CH3:29].BrCC>C1COCC1>[CH2:28]([N:13]1[CH2:12][CH2:11][N:10]([CH2:14][C:15]2[CH:20]=[CH:19][C:18]([C:21]3[CH:26]=[CH:25][CH:24]=[CH:23][C:22]=3[Cl:27])=[CH:17][CH:16]=2)[CH2:9][C@@H:8]1[CH2:1][C:2]1[CH:3]=[CH:4][CH:5]=[CH:6][CH:7]=1)[CH3:29]. Reported procedure: This compound was made in the following manner: 100 mg of 3-(S)-benzyl-1-(2′-chloro-biphenyl-4-ylmethyl)-piperazine was dissolved in THF, 3 equiv. of N,N-diisopropylethylamine were added followed by 2 equiv. of bromoethane. The reaction was be shaken at room temperature overnight. The reaction was concentrated in vacuo. The residue was diluted with DCM and washed with 1N aqueous NaOH solution. The organic layer was dried over Na2SO4, filtered and concentrated in vacuo. The crude residue was puri... The reactants are C(C)(C)(C)C(=O)CN1C([C@@H](N=C(C2=C1C=CC=C2)C2=CC=CC=C2)NC(=O)NC2=CC(=CC=C2)C)=O (N-((3R)-1-tert-Butylcarbonylmethyl-2,3-dihydro-2-oxo-5-phenyl-1H-1,4-benzodiazepin-3-yl)-N'-(3-methylphenyl)urea), [N+](=O)([O-])C=1C=C(C=CC1)N=C=O (m-nitrophenyl isocyanate). Yields the product C(C)(C)(C)C(=O)CN1C([C@@H](N=C(C2=C1C=CC=C2)C2=CC=CC=C2)NC(=O)NC2=CC(=CC=C2)[N+](=O)[O-])=O (N-((3R)-1-tert-Butylcarbonylmethyl-2,3-dihydro-2-oxo-5-phenyl-1H-1,4-benzodiazepin3-yl)-N'-(3-nitrophenyl)urea). Yield: 94.0%. As a reaction SMILES: [C:1]([C:5]([CH2:7][N:8]1[C:14]2[CH:15]=[CH:16][CH:17]=[CH:18][C:13]=2[C:12]([C:19]2[CH:24]=[CH:23][CH:22]=[CH:21][CH:20]=2)=[N:11][C@@H:10]([NH:25][C:26]([NH:28][C:29]2[CH:34]=[CH:33][CH:32]=[C:31](C)[CH:30]=2)=[O:27])[C:9]1=[O:36])=[O:6])([CH3:4])([CH3:3])[CH3:2].[N+:37](C1C=C(N=C=O)C=CC=1)([O-:39])=[O:38]>>[C:1]([C:5]([CH2:7][N:8]1[C:14]2[CH:15]=[CH:16][CH:17]=[CH:18][C:13]=2[C:12]([C:19]2[CH:24]=[CH:23][CH:22]=[CH:21][CH:20]=2)=[N:11][C@@H:10]([NH:25][C:26]([NH:28][C:29]2[CH:34]=[CH:33][CH:32]=[C:31]([N+:37]([O-:39])=[O:38])[CH:30]=2)=[O:27])[C:9]1=[O:36])=[O:6])([CH3:2])([CH3:4])[CH3:3]. Reported procedure: The resolved aminobenzodiazepine of Example 26 was treated with m-nitrophenyl isocyanate as described in Example 45 to provide a colourless oil (490 mg, 94%). The reactants are O (Water), [N+](=O)([O-])C=1C=C(C=CC1)O (3-Nitrophenol), S(=O)(=O)(OC[C@@H]1CO1)C1=CC=C([N+](=O)[O-])C=C1 ((S)-glycidyl nosylate), [F-].[Cs+] (cesium fluoride). The solvent is CN(C)C=O (DMF). Conditions: time 1 hour. Product: [N+](=O)([O-])C=1C=C(C=CC1)OC[C@@H]1CO1 ((S)-glycidyl m-nitrophenyl ether). Yield: 79.2%. Reaction SMILES: [N+:1]([C:4]1[CH:5]=[C:6]([OH:10])[CH:7]=[CH:8][CH:9]=1)([O-:3])=[O:2].[F-].[Cs+].S(C1C=CC([N+]([O-])=O)=CC=1)(O[CH2:17][C@H:18]1[O:20][CH2:19]1)(=O)=O.O>CN(C=O)C>[N+:1]([C:4]1[CH:5]=[C:6]([O:10][CH2:17][C@H:18]2[O:20][CH2:19]2)[CH:7]=[CH:8][CH:9]=1)([O-:3])=[O:2] |f:1.2|. Reported procedure: 3-Nitrophenol (0.92 g, 6.6 mmol) was dissolved in 5 ml anhydrous DMF, and cesium fluoride (3.02 g, 19.9 mmol) was added. The reaction mixture was stirred for 1 hour at room temperature, and (S)-glycidyl nosylate (1.71 g, 6.6 mmol) was added. The reaction mixture was stirred for 20 hours at room temperature. Water (150 ml) was added, and the solution was extracted with ethylacetate. The organic phase was dried over MgSO4 and evaporated. The residue was purified with column chromatograph using eth...